Dataset: the Open Reaction Database (ORD), a public repository of structured organic reaction records. Task: describe an organic reaction: reactants, conditions, products, and yield Starting materials: C(CC)N (n-Propylamine), N1(CCCCCC1)CC(C)C1=C(C=CC=2SC3=CC=CC=C3NC12)C(N)=S ([(2RS)-1-(perhydro-1-azepinyl)-2-propyl]-2-phenothiazinecarbothioamide), S (hydrogen sulphide). Solvent: C(C)O (ethanol). Conditions: time 16 hour. The product is N1(CCCCCC1)CC(C)N1C2=CC=CC=C2SC=2C=CC(=CC12)C(NCCC)=S (10-[(2RS)-1-(perhydro-1-azepinyl)-2-propyl]-N-propyl-2-phenothiazinethiocarboxamide). RXN SMILES: [CH2:1]([NH2:4])[CH2:2][CH3:3].N1(CC([C:15]2[C:28]3[NH:27][C:26]4[C:21](=[CH:22][CH:23]=[CH:24][CH:25]=4)[S:20][C:19]=3[CH:18]=[CH:17][C:16]=2[C:29](=[S:31])[NH2:30])C)CCCCCC1.S>C(O)C>[N:4]1([CH2:17][CH:18]([N:27]2[C:28]3[CH:15]=[C:16]([C:29](=[S:31])[NH:30][CH2:22][CH2:21][CH3:26])[CH:17]=[CH:18][C:19]=3[S:20][C:21]3[C:26]2=[CH:25][CH:24]=[CH:23][CH:22]=3)[CH3:19])[CH2:28][CH2:15][CH2:16][CH2:3][CH2:2][CH2:1]1. Reported procedure: n-Propylamine (3.3 cc) is added to a solution of -[(2RS)-1-(perhydro-1-azepinyl)-2-propyl]-2-phenothiazinecarbothioamide (3.2 g) in absolute ethanol (80 cc). The mixture is saturated with hydrogen sulphide and then brought to 150° C. for 16 hours. The reaction mixture is concentrated to dryness under reduced pressure (30 mm Hg; 4 kPa). The residue is diluted with ethyl 5 acetate (150 cc), washed with distilled water (3×100 cc) and with saturated sodium chloride solution (100 cc), dried over magn... Reactants: C1(=C(C=CC=C1)N)N (1,2-phenylenediamine), C1(=CC=CC=C1)CC(C(=O)O)=O (phenylpyruvic acid), Cl (hydrochloric acid). Run in C(C)O (ethanol). Conditions: temperature 50 celsius, time 1.5 hour. Product: OC1=NC2=CC=CC=C2N=C1CC1=CC=CC=C1 (2-Hydroxy-3-benzylquinoxaline). The yield is 79.8%. Reaction SMILES: [C:1]1([NH2:8])[CH:6]=[CH:5][CH:4]=[CH:3][C:2]=1[NH2:7].[C:9]1([CH2:15][C:16](=O)[C:17](O)=[O:18])[CH:14]=[CH:13][CH:12]=[CH:11][CH:10]=1.Cl>C(O)C>[OH:18][C:17]1[C:16]([CH2:15][C:9]2[CH:14]=[CH:13][CH:12]=[CH:11][CH:10]=2)=[N:8][C:1]2[C:2](=[CH:3][CH:4]=[CH:5][CH:6]=2)[N:7]=1. Procedure details: The mixture of 1,2-phenylenediamine (8.64 g), phenylpyruvic acid (13.1 g), ethanol (100 ml) and 2N hydrochloric acid (100 ml) was stirred for 1.5 hours at 50° C. The reaction mixture was cooled to room temperature. The precipitated crystals were obtained by filtration. The crystals were washed with ethanol and dried to give the title compound (15.05 g) having the following physical data. Reagents/catalysts: CN(C1=CC=NC=C1)C (4-dimethylaminopyridine). Procedure details: To a flask containing 2-(ethyl-4-nitroanilino)-1-ethanol (4.2 g) and 4-dimethylaminopyridine (0.12 g) in pyridine (20 mL) at 0° C. under a drying tube is added acetic anhydride (5.0 mL) dropwise. The reaction mixture is allowed to warm to room temperature overnight. The reaction mixture is diluted with ethyl acetate and partioned against saturated aqueous sodium carbonate. The layers are separated and the aqueous phase extracted with two additional portions of ethyl acetate. The combined organic... Reaction SMILES: [CH2:1]([N:3]([CH2:13][CH2:14][OH:15])[C:4]1[CH:9]=[CH:8][C:7]([N+:10]([O-:12])=[O:11])=[CH:6][CH:5]=1)[CH3:2].[C:16](OC(=O)C)(=[O:18])[CH3:17].C(=O)([O-])[O-].[Na+].[Na+]>CN(C)C1C=CN=CC=1.N1C=CC=CC=1.C(OCC)(=O)C>[C:16]([O:15][CH2:14][CH2:13][N:3]([CH2:1][CH3:2])[C:4]1[CH:5]=[CH:6][C:7]([N+:10]([O-:12])=[O:11])=[CH:8][CH:9]=1)(=[O:18])[CH3:17] |f:2.3.4|. The solvent is N1=CC=CC=C1 (pyridine), C(C)(=O)OCC (ethyl acetate). Yields the product C(C)(=O)OCCN(C1=CC=C(C=C1)[N+](=O)[O-])CC (2-(ethyl-4-nitroanilino)ethyl acetate). Starting materials: C(C)(=O)OC(C)=O (acetic anhydride), C(C)N(C1=CC=C(C=C1)[N+](=O)[O-])CCO (2-(ethyl-4-nitroanilino)-1-ethanol), C([O-])([O-])=O.[Na+].[Na+] (sodium carbonate).